From a dataset of the Open Reaction Database (ORD), a public repository of structured organic reaction records. describe an organic reaction: reactants, conditions, products, and yield Reactants: dimethyl ester, C(=O)(O)CN(CC(=O)O)C1=CC=C(C=C1)CCCCCCCCCCCCCC (N-(carboxymethyl)-N-(4-tetradecylphenyl)glycine), [OH-].[Na+] (NaOH), COC(CN(C1=CC=C(C=C1)CCCCCCCCCCCCCC)CC(=O)OC)=O (N-(2-methoxy-2-oxoethyl)-N-(4-tetradecylphenyl)glycine methyl ester). Solvent: CO (methanol). Reaction conditions: time 3 day. The product is C(=O)(O)CN(CC(=O)O)C1=CC(=CC=C1)CCCCCCCCCCCCCC (N-(Carboxymethyl)-N-(3-tetradecylphenyl)glycine). RXN SMILES: [OH-].[Na+].COC(=O)CN(CC(OC)=O)[C:8]1[CH:13]=[CH:12][C:11]([CH2:14][CH2:15][CH2:16][CH2:17][CH2:18][CH2:19][CH2:20][CH2:21][CH2:22][CH2:23][CH2:24][CH2:25][CH2:26][CH3:27])=[CH:10][CH:9]=1.[C:34]([CH2:37][N:38](C1C=CC(CCCCCCCCCCCCCC)=CC=1)[CH2:39][C:40]([OH:42])=[O:41])([OH:36])=[O:35]>CO>[C:34]([CH2:37][N:38]([C:9]1[CH:8]=[CH:13][CH:12]=[C:11]([CH2:14][CH2:15][CH2:16][CH2:17][CH2:18][CH2:19][CH2:20][CH2:21][CH2:22][CH2:23][CH2:24][CH2:25][CH2:26][CH3:27])[CH:10]=1)[CH2:39][C:40]([OH:42])=[O:41])([OH:36])=[O:35] |f:0.1|. Procedure details: A mixture of 1.0 g (3.45 mmol) of 4-tetradecylphenyl aniline (Aldrich Chemical Company), 5.0 ml (0.052 mol) of methyl bromoacetate, 0.95 g (6.9 mmol) of potassium carbonate and 0.5 g (3.45 mmol) of sodium iodide in 15 ml of DMF was stirred and heated at 100° for 45 hours. The solvent was removed at reduced pressure and water was added to the residue. The product was extracted with ethyl acetate and the extract was washed with sodium bisulfite solution, dried and concentrated. The residue was pur...